From a dataset of the Open Reaction Database (ORD), a public repository of structured organic reaction records. describe an organic reaction: reactants, conditions, products, and yield Reactants: CCCCCCCCCCCCO, Cc1ccccc1, Cc1cc(C(C)(C)C)c(O)cc1CC(=O)Cl, Cl, c1ccncc1. Yields the product CCCCCCCCCCCCOC(=O)Cc1cc(O)c(C(C)(C)C)cc1C. Reaction SMILES: [CH2:24]([CH2:25][CH2:26][CH2:27][CH2:28][CH2:29][CH2:30][CH2:31][CH2:32][CH2:33][CH2:34][CH3:35])[OH:36].[CH3:17][c:18]1[cH:19][cH:20][cH:21][cH:22][cH:23]1.[CH3:1][c:2]1[c:3]([CH2:13][C:14](=[O:15])[Cl:16])[cH:4][c:5]([OH:12])[c:6]([C:8]([CH3:9])([CH3:10])[CH3:11])[cH:7]1.[ClH:37].[cH:38]1[cH:39][cH:40][n:41][cH:42][cH:43]1>>[CH3:1][c:2]1[c:3]([CH2:13][C:14](=[O:15])[O:36][CH2:24][CH2:25][CH2:26][CH2:27][CH2:28][CH2:29][CH2:30][CH2:31][CH2:32][CH2:33][CH2:34][CH3:35])[cH:4][c:5]([OH:12])[c:6]([C:8]([CH3:9])([CH3:10])[CH3:11])[cH:7]1. Reactants: CCOC(=O)C(C)(C)c1ccc(B2OC(C)(C)C(C)(C)O2)cc1, Cc1noc(-c2ccc(Br)cc2)c1NC(=O)OC(C)c1ccccc1Cl. Product: CCOC(=O)C(C)(C)c1ccc(-c2ccc(-c3onc(C)c3NC(=O)OC(C)c3ccccc3Cl)cc2)cc1. As a reaction SMILES: [CH2:27]([CH3:28])[O:29][C:30]([C:31]([CH3:32])([c:33]1[cH:34][cH:35][c:36]([B:39]2[O:40][C:41]([CH3:42])([CH3:43])[C:44]([CH3:45])([CH3:46])[O:47]2)[cH:37][cH:38]1)[CH3:48])=[O:49].[Cl:1][c:2]1[c:3]([CH:8]([CH3:9])[O:10][C:11]([NH:12][c:13]2[c:14]([CH3:25])[n:15][o:16][c:17]2-[c:18]2[cH:19][cH:20][c:21]([Br:24])[cH:22][cH:23]2)=[O:26])[cH:4][cH:5][cH:6][cH:7]1>>[Cl:1][c:2]1[c:3]([CH:8]([CH3:9])[O:10][C:11]([NH:12][c:13]2[c:14]([CH3:25])[n:15][o:16][c:17]2-[c:18]2[cH:19][cH:20][c:21](-[c:36]3[cH:35][cH:34][c:33]([C:31]([C:30]([O:29][CH2:27][CH3:28])=[O:49])([CH3:32])[CH3:48])[cH:38][cH:37]3)[cH:22][cH:23]2)=[O:26])[cH:4][cH:5][cH:6][cH:7]1. Reactants: Cn1cc(C#Cc2ccc(NC(=O)C3COCCN3C(=O)C(NC(=O)OC(C)(C)C)c3ccccc3)cc2)c(-c2cc(Cl)ccc2O)n1, O=C(O)C(F)(F)F. Product: Cn1cc(C#Cc2ccc(NC(=O)C3COCCN3C(=O)C(N)c3ccccc3)cc2)c(-c2cc(Cl)ccc2O)n1. Reaction SMILES: [C:1]([O:2][C:3](=[O:4])[NH:7][CH:8]([C:9](=[O:10])[N:11]1[CH:12]([C:17]([NH:18][c:19]2[cH:20][cH:21][c:22]([C:25]#[C:26][c:27]3[c:28](-[c:33]4[c:34]([OH:40])[cH:35][cH:36][c:37]([Cl:39])[cH:38]4)[n:29][n:30]([CH3:32])[cH:31]3)[cH:23][cH:24]2)=[O:41])[CH2:13][O:14][CH2:15][CH2:16]1)[c:42]1[cH:43][cH:44][cH:45][cH:46][cH:47]1)([CH3:5])([CH3:6])[CH3:48].[F:49][C:50]([F:51])([F:52])[C:53]([OH:54])=[O:55]>>[NH2:7][CH:8]([C:9](=[O:10])[N:11]1[CH:12]([C:17]([NH:18][c:19]2[cH:20][cH:21][c:22]([C:25]#[C:26][c:27]3[c:28](-[c:33]4[c:34]([OH:40])[cH:35][cH:36][c:37]([Cl:39])[cH:38]4)[n:29][n:30]([CH3:32])[cH:31]3)[cH:23][cH:24]2)=[O:41])[CH2:13][O:14][CH2:15][CH2:16]1)[c:42]1[cH:43][cH:44][cH:45][cH:46][cH:47]1.